Dataset: the Open Reaction Database (ORD), a public repository of structured organic reaction records. Task: describe an organic reaction: reactants, conditions, products, and yield Yields the product CN1CC2=C(N(C=3C=CC(=CC23)C)CCC=2C=CC(NC2)=O)CC1 (5-(2-(1,2,3,4-tetrahydro-2,8-dimethylpyrido[4,3-b]indol-5-yl)ethyl)pyridin-2(1H)-one). Reported procedure: The title compound is prepared from a mixture of 2,3,4,5-tetrahydro-2,8-dimethyl-1H-pyrido[4,3-b]indole, 5-vinylpyridin-2(1H)-one and KOH (5-7 equiv) in NMP at a temperature ranging between 25 deg C. to 100 deg C. The product obtained is isolated by preparative HPLC. Run in CN1CCCC1=O (NMP). The reactants are CN1CC2=C(NC=3C=CC(=CC23)C)CC1 (2,3,4,5-tetrahydro-2,8-dimethyl-1H-pyrido[4,3-b]indole), C(=C)C=1C=CC(NC1)=O (5-vinylpyridin-2(1H)-one), [OH-].[K+] (KOH). RXN SMILES: [CH3:1][N:2]1[CH2:15][CH2:14][C:5]2[NH:6][C:7]3[CH:8]=[CH:9][C:10]([CH3:13])=[CH:11][C:12]=3[C:4]=2[CH2:3]1.[CH:16]([C:18]1[CH:19]=[CH:20][C:21](=[O:24])[NH:22][CH:23]=1)=[CH2:17].[OH-].[K+]>CN1C(=O)CCC1>[CH3:1][N:2]1[CH2:15][CH2:14][C:5]2[N:6]([CH2:17][CH2:16][C:18]3[CH:19]=[CH:20][C:21](=[O:24])[NH:22][CH:23]=3)[C:7]3[CH:8]=[CH:9][C:10]([CH3:13])=[CH:11][C:12]=3[C:4]=2[CH2:3]1 |f:2.3|. Starting materials: CC=1C=CC2=C(C=C(S2)S(=O)(=O)Cl)C1 (5-methylbenzothiophene-2-sulfonyl chloride), N1=CC=CC=C1 (pyridine), NC=1C=C(C(=O)O)C=CC1 (3-aminobenzoic acid). Yields the product CC=1C=CC2=C(C=C(S2)S(=O)(=O)NC=2C=C(C(=O)O)C=CC2)C1 (3-{[(5-Methyl-1-benzothiophen-2-yl)sulfonyl]amino}benzoic acid). The yield is 66.0%. As a reaction SMILES: [CH3:1][C:2]1[CH:3]=[CH:4][C:5]2[S:9][C:8]([S:10](Cl)(=[O:12])=[O:11])=[CH:7][C:6]=2[CH:14]=1.N1C=CC=CC=1.[NH2:21][C:22]1[CH:23]=[C:24]([CH:28]=[CH:29][CH:30]=1)[C:25]([OH:27])=[O:26]>>[CH3:1][C:2]1[CH:3]=[CH:4][C:5]2[S:9][C:8]([S:10]([NH:21][C:22]3[CH:23]=[C:24]([CH:28]=[CH:29][CH:30]=3)[C:25]([OH:27])=[O:26])(=[O:12])=[O:11])=[CH:7][C:6]=2[CH:14]=1. Reported procedure: The product was prepared according to General Procedure 6, described in Example 65, with 5-methylbenzothiophene-2-sulfonyl chloride (30.0 mg, 0.12 mmol), pyridine (49 μL, 0.61 mmol) and 3-aminobenzoic acid (16.7 mg, 0.10 mmol). The title compound was obtained in 66% yield (23 mg). MS (ESI+) calcd mass for C16H13NO4S2 347.028599, found 347.029559. Starting materials: COC(=O)CCCCCCCNC(=O)c1c(C)[nH]c(C=NN=C2C(=O)Nc3ccc(F)cc32)c1C, CO, Cl, [Li+], [OH-], O. Product: Cc1[nH]c(C=NN=C2C(=O)Nc3ccc(F)cc32)c(C)c1C(=O)NCCCCCCCC(=O)O. As a reaction SMILES: [CH3:1][O:2][C:3]([CH2:4][CH2:5][CH2:6][CH2:7][CH2:8][CH2:9][CH2:10][NH:11][C:12](=[O:13])[c:14]1[c:15]([CH3:34])[nH:16][c:17]([CH:20]=[N:21][N:22]=[C:23]2[C:24](=[O:33])[NH:25][c:26]3[cH:27][cH:28][c:29]([F:32])[cH:30][c:31]32)[c:18]1[CH3:19])=[O:35].[CH3:36][OH:37].[ClH:40].[Li+:39].[OH-:38].[OH2:41]>>[O:2]=[C:3]([CH2:4][CH2:5][CH2:6][CH2:7][CH2:8][CH2:9][CH2:10][NH:11][C:12](=[O:13])[c:14]1[c:15]([CH3:34])[nH:16][c:17]([CH:20]=[N:21][N:22]=[C:23]2[C:24](=[O:33])[NH:25][c:26]3[cH:27][cH:28][c:29]([F:32])[cH:30][c:31]32)[c:18]1[CH3:19])[OH:35]. The reactants are CO, [H][H], [OH-], [OH-], O=C1C2C(O)CCN2C(=O)N1c1ccc2c(ccc(=O)n2Cc2ccccc2)c1, [Pd+2]. The product is O=C1C2C(O)CCN2C(=O)N1c1ccc2[nH]c(=O)ccc2c1. As a reaction SMILES: [CH3:30][OH:31].[H:32][H:33].[OH-:34].[OH-:35].[OH:1][CH:2]1[CH2:3][CH2:4][N:5]2[C:6](=[O:29])[N:7]([c:11]3[cH:12][c:13]4[cH:14][cH:15][c:16](=[O:28])[n:17]([CH2:21][c:22]5[cH:23][cH:24][cH:25][cH:26][cH:27]5)[c:18]4[cH:19][cH:20]3)[C:8](=[O:10])[CH:9]12.[Pd+2:36]>>[OH:1][CH:2]1[CH2:3][CH2:4][N:5]2[C:6](=[O:29])[N:7]([c:11]3[cH:12][c:13]4[cH:14][cH:15][c:16](=[O:28])[nH:17][c:18]4[cH:19][cH:20]3)[C:8](=[O:10])[CH:9]12. Reactants: CO, CCOC(=O)Nc1c(F)cc(Cl)c([N+](=O)[O-])c1F, C1COCCO1. Yields the product CCOC(=O)Nc1c(F)cc(Cl)c([N+](=O)[O-])c1OC. Reaction SMILES: [CH3:19][OH:20].[Cl:1][c:2]1[c:3]([N+:16](=[O:17])[O-:18])[c:4]([F:15])[c:5]([NH:9][C:10]([O:11][CH2:12][CH3:13])=[O:14])[c:6]([F:8])[cH:7]1.[O:21]1[CH2:22][CH2:23][O:24][CH2:25][CH2:26]1>>[Cl:1][c:2]1[c:3]([N+:16](=[O:17])[O-:18])[c:4]([O:20][CH3:19])[c:5]([NH:9][C:10]([O:11][CH2:12][CH3:13])=[O:14])[c:6]([F:8])[cH:7]1. The reactants are C(CC)C1=NC2=C(N1CC1=CC=C(C=C1)C=1C(=CC=CC1)C(=O)OC(C)(C)C)C=C(C=C2)C=2N=C1N(C=CC=C1)C2 (tert.-butyl 4'-[[2-n-propyl-6-(imidazo[1,2-a]pyridin-2-yl)-benzimidazol-1-yl]-methyl]-biphenyl-2-carboxylate), FC(C(=O)O)(F)F (trifluoroacetic acid). Solvent: C(Cl)Cl (methylene chloride). The product is C(CC)C1=NC2=C(N1CC1=CC=C(C=C1)C=1C(=CC=CC1)C(=O)O)C=C(C=C2)C=2N=C1N(C=CC=C1)C2 (4'-[[2-n-Propyl-6-(imidazo[1,2-a]pyridin-2-yl)-benzimidazol-1-yl]-methyl]-biphenyl-2-carboxylic acid). Reaction SMILES: [CH2:1]([C:4]1[N:8]([CH2:9][C:10]2[CH:15]=[CH:14][C:13]([C:16]3[C:17]([C:22]([O:24]C(C)(C)C)=[O:23])=[CH:18][CH:19]=[CH:20][CH:21]=3)=[CH:12][CH:11]=2)[C:7]2[CH:29]=[C:30]([C:33]3[N:34]=[C:35]4[CH:40]=[CH:39][CH:38]=[CH:37][N:36]4[CH:41]=3)[CH:31]=[CH:32][C:6]=2[N:5]=1)[CH2:2][CH3:3].FC(F)(F)C(O)=O>C(Cl)Cl>[CH2:1]([C:4]1[N:8]([CH2:9][C:10]2[CH:15]=[CH:14][C:13]([C:16]3[C:17]([C:22]([OH:24])=[O:23])=[CH:18][CH:19]=[CH:20][CH:21]=3)=[CH:12][CH:11]=2)[C:7]2[CH:29]=[C:30]([C:33]3[N:34]=[C:35]4[CH:40]=[CH:39][CH:38]=[CH:37][N:36]4[CH:41]=3)[CH:31]=[CH:32][C:6]=2[N:5]=1)[CH2:2][CH3:3]. Reported procedure: Prepared analogously to Example 1 from tert.-butyl 4'-[[2-n-propyl-6-(imidazo[1,2-a]pyridin-2-yl)-benzimidazol-1-yl]-methyl]-biphenyl-2-carboxylate and trifluoroacetic acid in methylene chloride.